This data is from the Open Reaction Database (ORD), a public repository of structured organic reaction records. The task is: describe an organic reaction: reactants, conditions, products, and yield Reactants: BrC=1C=C(N)C=CC1 (3-bromoaniline), C(C1=CC=CC=C1)=O (benzaldehyde), N#N (N2), C(C1=CC=CC=C1)(=O)O (benzoic acid), 5x. Reagents/catalysts: Cl[Pd]Cl (PdCl2). Solvent: C(C)N(CC)CC (triethylamine). The product is C(C1=CC=CC=C1)=NC=1C=C(C=CC1)Br (N-benzylidene 3-aminophenylbromide). As a reaction SMILES: [C:1](O)(=O)[C:2]1[CH:7]=[CH:6][CH:5]=[CH:4][CH:3]=1.[Br:10][C:11]1[CH:12]=[C:13]([CH:15]=[CH:16][CH:17]=1)[NH2:14].C(=O)C1C=CC=CC=1.N#N>Cl[Pd]Cl.C(N(CC)CC)C>[CH:1](=[N:14][C:13]1[CH:12]=[C:11]([Br:10])[CH:17]=[CH:16][CH:15]=1)[C:2]1[CH:7]=[CH:6][CH:5]=[CH:4][CH:3]=1. Procedure: To a nitrogen purged 250 mL three-neck flask equipped with a mechanical stirrer, reflux condenser and septum inlet was added benzoic acid (300 mg, 2.8 mmol) and PdCl2 (25 mg). Then 3-bromoaniline (25 g, 145 mmol), benzaldehyde (4.6 g, 44 mmol) and triethylamine (80 mL) were charged. The resulting mixture was vacuum deaerated (150 torr; N2 backfill; 5x) and heated under nitrogen at reflux for one hour to form the N-benzylidene 3-aminophenylbromide. Starting materials: C(C1=CC=CC=C1)(=O)NCC[C@H](C(=O)OC(C)(C)C)[C@H](C(=O)NN(CC(C)C)C(CN1C=NC=C1)=O)CC(C)C (2(R)-[3-benzamido-1(S)-(tert-butoxycarbonyl)propyl]-2′-[2-(1H-imidazol-1-yl)acetyl]-2′-isobutyl-4-methylvalerohydrazide), FC(C(=O)O)(F)F (trifluoroacetic acid). Run in ClCCl (dichloromethane). Reaction conditions: time 2 hour. The product is C(C1=CC=CC=C1)(=O)NCC[C@H](C(=O)O)[C@H](C(=O)NN(CC(C)C)C(CN1C=NC=C1)=O)CC(C)C (2(R)-[3-benzamido-1(S)-(carboxy)propyl]-2′-[2-(1H-imidazol-1-yl)acetyl]-2′-isobutyl-4-methylvalerohydrazide). As a reaction SMILES: [C:1]([NH:9][CH2:10][CH2:11][C@@H:12]([C@@H:20]([CH2:37][CH:38]([CH3:40])[CH3:39])[C:21]([NH:23][N:24]([C:29](=[O:36])[CH2:30][N:31]1[CH:35]=[CH:34][N:33]=[CH:32]1)[CH2:25][CH:26]([CH3:28])[CH3:27])=[O:22])[C:13]([O:15]C(C)(C)C)=[O:14])(=[O:8])[C:2]1[CH:7]=[CH:6][CH:5]=[CH:4][CH:3]=1.FC(F)(F)C(O)=O>ClCCl>[C:1]([NH:9][CH2:10][CH2:11][C@@H:12]([C@@H:20]([CH2:37][CH:38]([CH3:40])[CH3:39])[C:21]([NH:23][N:24]([C:29](=[O:36])[CH2:30][N:31]1[CH:35]=[CH:34][N:33]=[CH:32]1)[CH2:25][CH:26]([CH3:28])[CH3:27])=[O:22])[C:13]([OH:15])=[O:14])(=[O:8])[C:2]1[CH:3]=[CH:4][CH:5]=[CH:6][CH:7]=1. Procedure details: A solution of 0.907 g of 2(R)-[3-benzamido-1(S)-(tert-butoxycarbonyl)propyl]-2′-[2-(1H-imidazol-1-yl)acetyl]-2′-isobutyl-4-methylvalerohydrazide in 8 ml of dichloromethane was treated with 6 ml of trifluoroacetic acid. The mixture was stirred at room temperature for 2 hours and then the solvent was evaporated. The residue was dried in vacuo to give 2(R)-[3-benzamido-1(S)-(carboxy)propyl]-2′-[2-(1H-imidazol-1-yl)acetyl]-2′-isobutyl-4-methylvalerohydrazide in the form of a pale orange oil.